From a dataset of the Open Reaction Database (ORD), a public repository of structured organic reaction records. describe an organic reaction: reactants, conditions, products, and yield The reactants are FC1=CC=C(C=C1)N1N=CC2=CC(=CC=C12)O[C@@H]([C@H](C)N)C1=CC(=CC=C1)OC ((1R,2S)-1-{[1-(4-fluorophenyl)-1H-indazol-5-yl]oxy}-1-(3-methoxyphenyl)propan-2-amine), S1C(=NC2=C1C=CC=C2)C(=O)O (benzo[d]thiazole-2-carboxylic acid). Product: FC1=CC=C(C=C1)N1N=CC2=CC(=CC=C12)O[C@@H]([C@H](C)NC(=O)C=1SC2=C(N1)C=CC=C2)C2=CC(=CC=C2)OC (N-[(1R,2S)-1-[1-(4-fluorophenyl)indazol-5-yl]oxy-1-(3-methoxyphenyl)propan-2-yl]benzothiazole-2-carboxamide). As a reaction SMILES: [F:1][C:2]1[CH:7]=[CH:6][C:5]([N:8]2[C:16]3[C:11](=[CH:12][C:13]([O:17][C@H:18]([C:22]4[CH:27]=[CH:26][CH:25]=[C:24]([O:28][CH3:29])[CH:23]=4)[C@@H:19]([NH2:21])[CH3:20])=[CH:14][CH:15]=3)[CH:10]=[N:9]2)=[CH:4][CH:3]=1.[S:30]1[C:34]2[CH:35]=[CH:36][CH:37]=[CH:38][C:33]=2[N:32]=[C:31]1[C:39](O)=[O:40]>>[F:1][C:2]1[CH:3]=[CH:4][C:5]([N:8]2[C:16]3[C:11](=[CH:12][C:13]([O:17][C@H:18]([C:22]4[CH:27]=[CH:26][CH:25]=[C:24]([O:28][CH3:29])[CH:23]=4)[C@@H:19]([NH:21][C:39]([C:31]4[S:30][C:34]5[CH:35]=[CH:36][CH:37]=[CH:38][C:33]=5[N:32]=4)=[O:40])[CH3:20])=[CH:14][CH:15]=3)[CH:10]=[N:9]2)=[CH:6][CH:7]=1. Procedure details: Prepared as described in Example 269 from (1R,2S)-1-(1-(4-fluorophenyl)-1H-indazol-5-yloxy)-1-(3-methoxyphenyl)propan-2-amine (6a, 50 mg, 0.13 mmol) and benzo[d]thiazole-2-carboxylic acid (27 mg, 0.15 mmol). Starting materials: Brc1cccnc1, C#CC(O)c1ccccc1, CCNCC, Cl, [Cu]I. Product: OC(C#Cc1cccnc1)c1ccccc1. RXN SMILES: [Br:2][c:3]1[cH:4][n:5][cH:6][cH:7][cH:8]1.[C:9](#[CH:10])[CH:11]([OH:12])[c:13]1[cH:14][cH:15][cH:16][cH:17][cH:18]1.[CH2:19]([NH:20][CH2:21][CH3:22])[CH3:23].[ClH:1].[Cu:24][I:25]>>[c:3]1([C:10]#[C:9][CH:11]([OH:12])[c:13]2[cH:14][cH:15][cH:16][cH:17][cH:18]2)[cH:4][n:5][cH:6][cH:7][cH:8]1. Reaction SMILES: [CH3:1][S:2][c:3]1[n:4]([CH2:8][C:9](=[O:10])[O:11][CH2:12][CH3:13])[cH:5][cH:6][n:7]1.[S:14](=[O:15])(=[O:16])([OH:17])[OH:18]>>[CH3:1][S:2][c:3]1[n:4]([CH2:8][C:9](=[O:10])[OH:11])[cH:5][cH:6][n:7]1. The product is CSc1nccn1CC(=O)O. Reactants: CCOC(=O)Cn1ccnc1SC, O=S(=O)(O)O. The reactants are [OH-].[Na+] (Sodium hydroxide), ClC1=CC(=C(OCC(=O)OC)C=C1)OC1=CC(=C(C=C1)S(=O)(=O)C)C(F)(F)F (Methyl {4-chloro-2-[4-(methylsulfonyl)-3-(trifluoromethyl)phenoxy]phenoxy}acetate). Run in CO (methanol), O1CCCC1 (tetrahydrofuran). Run at time 16 hour. The product is ClC1=CC(=C(OCC(=O)O)C=C1)OC1=CC(=C(C=C1)S(=O)(=O)C)C(F)(F)F ({4-Chloro-2-[4-(methylsulfonyl)-3-(trifluoromethyl)phenoxy]phenoxy}acetic acid). As a reaction SMILES: [OH-].[Na+].[Cl:3][C:4]1[CH:15]=[CH:14][C:7]([O:8][CH2:9][C:10]([O:12]C)=[O:11])=[C:6]([O:16][C:17]2[CH:22]=[CH:21][C:20]([S:23]([CH3:26])(=[O:25])=[O:24])=[C:19]([C:27]([F:30])([F:29])[F:28])[CH:18]=2)[CH:5]=1>CO.O1CCCC1>[Cl:3][C:4]1[CH:15]=[CH:14][C:7]([O:8][CH2:9][C:10]([OH:12])=[O:11])=[C:6]([O:16][C:17]2[CH:22]=[CH:21][C:20]([S:23]([CH3:26])(=[O:24])=[O:25])=[C:19]([C:27]([F:29])([F:28])[F:30])[CH:18]=2)[CH:5]=1 |f:0.1|. Procedure: 1M Sodium hydroxide solution (0.5 m) was added to a solution of the product from step (iii) (0.197 g) in methanol (1 ml) and tetrahydrofuran (3 ml) and stirred at RT for 16 h. The solvent was evaporated under reduced pressure and the residue partitioned between DCM/2M hydrochloric acid. The organics were dried, evaporated under reduced pressure and the residue recrystallised from DCM-isohexane, yield 0.108 g. The reactants are BrC=1C=CC(=NC1)OC (5-bromo-2-methoxypyridine), C(C)(C)(C)[Li] (t-butyllithium), solution, [Cl-].[NH4+] (ammonium chloride), IC=1C=C2C=CC(NC2=CC1)=O (6-iodo-2-(1H)-quinolone), tetrakis (triphenylphosphine) palladium(O), [Na+].[Na+].C(CN(CC(=O)[O-])CC(=O)[O-])N(CC(=O)O)CC(=O)O (ethylenediaminetetraacetic acid disodium salt). Reagents/catalysts: [Cl-].[Zn+2].[Cl-] (zinc chloride). Run in O1CCCC1 (tetrahydrofuran), CCCCC (pentane), CO (methanol), C(Cl)(Cl)Cl (Chloroform), O1CCCC1 (THF), O (water), O1CCCC1 (tetrahydrofuran). The product is COC1=NC=C(C=C1)C=1C=C2C=CC(NC2=CC1)=O (6-(2-methoxypyrid-5-yl)-2-(1H)-quinolone). As a reaction SMILES: Br[C:2]1[CH:3]=[CH:4][C:5]([O:8][CH3:9])=[N:6][CH:7]=1.C([Li])(C)(C)C.I[C:16]1[CH:17]=[C:18]2[C:23](=[CH:24][CH:25]=1)[NH:22][C:21](=[O:26])[CH:20]=[CH:19]2.[Cl-].[NH4+].[Na+].[Na+].C(N(CC(O)=O)CC(O)=O)CN(CC([O-])=O)CC([O-])=O>O1CCCC1.CCCCC.O.[Cl-].[Zn+2].[Cl-].CO.C(Cl)(Cl)Cl>[CH3:9][O:8][C:5]1[CH:4]=[CH:3][C:2]([C:16]2[CH:17]=[C:18]3[C:23](=[CH:24][CH:25]=2)[NH:22][C:21](=[O:26])[CH:20]=[CH:19]3)=[CH:7][N:6]=1 |f:3.4,5.6.7,11.12.13|. Reported procedure: A solution of 5-bromo-2-methoxypyridine (1.50 g) in tetrahydrofuran (THF) (10 cm3) was stirred at -70° under nitrogen during the addition of t-butyllithium (8.0 cm3 of a 2.0M solution in pentane). After 10 minutes a solution of anhydrous zinc chloride (1.09 g) in tetrahydrofuran (THF) (10 cm3) was added and the mixture was allowed to warm to room temperature over 1 hour. A suspension of 6-iodo-2-(1H)-quinolone (0.813 g) and tetrakis (triphenylphosphine) palladium(O) (0.03 g) in THF (10 cm3) was ... Starting materials: COC1=CC=C(C=C1)C1=CC=C(C=C1)C(=O)O (4'-methoxybiphenyl-4-carboxylic acid), C(C)(=O)O (acetic acid), Br (hydrobromic acid). Run in O (water). Yields the product OC=1C=C(C(=CC1)C1=CC=CC=C1)C(=O)O (4-hydroxybiphenylcarboxylic acid). Isolated yield 90.0%. As a reaction SMILES: C[O:2][C:3]1[CH:8]=[CH:7][C:6]([C:9]2[CH:14]=[CH:13][C:12](C(O)=O)=[CH:11][CH:10]=2)=[CH:5][CH:4]=1.[C:18]([OH:21])(=[O:20])C.Br>O>[OH:2][C:3]1[CH:4]=[C:5]([C:18]([OH:21])=[O:20])[C:6]([C:9]2[CH:10]=[CH:11][CH:12]=[CH:13][CH:14]=2)=[CH:7][CH:8]=1. Procedure details: 25 g of 4'-methoxybiphenyl-4-carboxylic acid, 1 liter of acetic acid and 200 ml of 48% hydrobromic acid were refluxed for 12-14 hours and then the mixture was thrown into 2.5 liter of water. After cooling, the crystals were collected to obtain 4-hydroxybiphenylcarboxylic acid with a melting point of 288°-291° C. and at a yield of 90-95%. The reactants are O=C([O-])[O-], O=C(Cl)OCc1ccccc1, Cc1cc(N)ccc1O, [Na+], [Na+]. The product is Cc1cc(NC(=O)OCc2ccccc2)ccc1O. RXN SMILES: [C:21](=[O:22])([O-:23])[O-:24].[CH2:10]([c:11]1[cH:12][cH:13][cH:14][cH:15][cH:16]1)[O:17][C:18](=[O:19])[Cl:20].[NH2:1][c:2]1[cH:3][c:4]([CH3:9])[c:5]([OH:8])[cH:6][cH:7]1.[Na+:25].[Na+:26]>>[NH:1]([c:2]1[cH:3][c:4]([CH3:9])[c:5]([OH:8])[cH:6][cH:7]1)[C:18]([O:17][CH2:10][c:11]1[cH:12][cH:13][cH:14][cH:15][cH:16]1)=[O:19].